From a dataset of the Open Reaction Database (ORD), a public repository of structured organic reaction records. describe an organic reaction: reactants, conditions, products, and yield The reactants are NC1=C(C(=NC(=C1)Cl)C(=O)O)Cl (4-amino-3,6-dichloropyridine-2-carboxylic acid), [B-](F)(F)(F)F.[B-](F)(F)(F)F.C1C[N+]2(CC[N+]1(CC2)CCl)F (1-chloromethyl-4-fluoro-1,4-diazoniabicyclo[2.2.2]octanebis(tetrafluoroborate)). Solvent: O (water). Reaction conditions: time 18 hour. The product is NC1=C(C(=NC(=C1F)Cl)C(=O)O)Cl (4-amino-3,6-dichloro-5-fluoropyridine-2-carboxylic acid). Yield: 66.5%. Reaction SMILES: [NH2:1][C:2]1[CH:7]=[C:6]([Cl:8])[N:5]=[C:4]([C:9]([OH:11])=[O:10])[C:3]=1[Cl:12].[B-](F)(F)(F)[F:14].[B-](F)(F)(F)F.C1[N+]2(CCl)CC[N+](F)(CC2)C1>O>[NH2:1][C:2]1[C:7]([F:14])=[C:6]([Cl:8])[N:5]=[C:4]([C:9]([OH:11])=[O:10])[C:3]=1[Cl:12] |f:1.2.3|. Reported procedure: A solution of 4-amino-3,6-dichloropyridine-2-carboxylic acid (1100 g, 5.31 mol), 1-chloromethyl-4-fluoro-1,4-diazoniabicyclo[2.2.2]octanebis(tetrafluoroborate) (2100 g, 5.93 mol) in water (6000 mL) was warmed to 65° C. for six hours. After cooling to ambient temperature, the reaction mixture was stirred an additional 18 hours. The solution was concentrated and the resulting solid washed with 6 N hydrochloric acid (5×1000 mL) and dried to give 4-amino-3,6-dichloro-5-fluoropyridine-2-carboxylic ac...